From a dataset of the Open Reaction Database (ORD), a public repository of structured organic reaction records. describe an organic reaction: reactants, conditions, products, and yield The reactants are CO, C=Cc1cncn1C1c2ccccc2C(=O)OC1(C)C. Yields the product CCc1cncn1C1c2ccccc2C(=O)OC1(C)C. RXN SMILES: [CH3:21][OH:22].[CH:1](=[CH2:2])[c:3]1[cH:4][n:5][cH:6][n:7]1[CH:8]1[C:9]([CH3:19])([CH3:20])[O:10][C:11](=[O:18])[c:12]2[cH:13][cH:14][cH:15][cH:16][c:17]21>>[CH2:1]([CH3:2])[c:3]1[cH:4][n:5][cH:6][n:7]1[CH:8]1[C:9]([CH3:19])([CH3:20])[O:10][C:11](=[O:18])[c:12]2[cH:13][cH:14][cH:15][cH:16][c:17]21.